From a dataset of the Open Reaction Database (ORD), a public repository of structured organic reaction records. describe an organic reaction: reactants, conditions, products, and yield Starting materials: Cl (hydrochloric acid), C(C1=CC=CC=C1)OC(=O)N(C)C1=CC=C(OCC(=O)OCC)C=C1 (ethyl 4-(N-benzyloxycarbonyl-N-methylamino)phenoxyacetate). Reagents/catalysts: [Pd] (palladium-on-charcoal). Solvent: CO (methanol). Product: CNC1=CC=C(OCC(=O)OCC)C=C1 (ethyl 4-methylaminophenoxyacetate). As a reaction SMILES: Cl.C(O[C:10]([N:12]([C:14]1[CH:26]=[CH:25][C:17]([O:18][CH2:19][C:20]([O:22][CH2:23][CH3:24])=[O:21])=[CH:16][CH:15]=1)C)=O)C1C=CC=CC=1>CO.[Pd]>[CH3:10][NH:12][C:14]1[CH:26]=[CH:25][C:17]([O:18][CH2:19][C:20]([O:22][CH2:23][CH3:24])=[O:21])=[CH:16][CH:15]=1. Reported procedure: 1.93 ml (1.93 mmol) of 1N aqueous hydrochloric acid were added to a solution of 600 mg (1.75 mmol) of ethyl 4-(N-benzyloxycarbonyl-N-methylamino)phenoxyacetate (prepared as described in Preparation 16) in 18 ml of methanol, and the mixture was stirred at room temperature for 1.5 hours in the presence of a palladium-on-charcoal catalyst, under an atmosphere of hydrogen. At the end of this time, the catalyst was removed by filtration, and the filtrate was freed from the solvent by distillation und... The reactants are Cc1ccccc1, CCOC(C)=O, BrP(Br)Br, OCC=CC#Cc1ccccc1. Product: BrCC=CC#Cc1ccccc1. As a reaction SMILES: [CH3:17][c:18]1[cH:19][cH:20][cH:21][cH:22][cH:23]1.[CH3:24][CH2:25][O:26][C:27](=[O:28])[CH3:29].[P:13]([Br:14])([Br:15])[Br:16].[c:1]1([C:7]#[C:8][CH:9]=[CH:10][CH2:11][OH:12])[cH:2][cH:3][cH:4][cH:5][cH:6]1>>[c:1]1([C:7]#[C:8][CH:9]=[CH:10][CH2:11][Br:14])[cH:2][cH:3][cH:4][cH:5][cH:6]1. Reactants: FC(C(=O)O)(F)F (trifluoroacetic acid), N1(CCOCC1)C1=CC(=NC=2N1N=C(C2)C2=CC=CC=C2)NN ((7-morpholin-4-yl-2-phenyl-pyrazolo[1,5-a]pyrimidin-5-yl)-hydrazine), ClC1=CC=C(C=O)C=C1 (4-chloro-benzaldehyde). The solvent is C(C)O (ethanol). Reaction conditions: time 1 hour. The product is ClC1=CC=C(C=NNC2=NC=3N(C(=C2)N2CCOCC2)N=C(C3)C3=CC=CC=C3)C=C1 (N-(4-chloro-benzylidene)-N′-(7-morpholin-4-yl-2-phenyl-pyrazolo[1,5-a]pyrimidin-5-yl)-hydrazine). Yield: 57.0%. Reaction SMILES: FC(F)(F)C(O)=O.[N:8]1([C:14]2[N:19]3[N:20]=[C:21]([C:23]4[CH:28]=[CH:27][CH:26]=[CH:25][CH:24]=4)[CH:22]=[C:18]3[N:17]=[C:16]([NH:29][NH2:30])[CH:15]=2)[CH2:13][CH2:12][O:11][CH2:10][CH2:9]1.[Cl:31][C:32]1[CH:39]=[CH:38][C:35]([CH:36]=O)=[CH:34][CH:33]=1>C(O)C>[Cl:31][C:32]1[CH:39]=[CH:38][C:35]([CH:36]=[N:30][NH:29][C:16]2[CH:15]=[C:14]([N:8]3[CH2:13][CH2:12][O:11][CH2:10][CH2:9]3)[N:19]3[N:20]=[C:21]([C:23]4[CH:28]=[CH:27][CH:26]=[CH:25][CH:24]=4)[CH:22]=[C:18]3[N:17]=2)=[CH:34][CH:33]=1. Procedure details: There was dissolved, in ethanol (2 mL), trifluoroacetic acid salt of (7-morpholin-4-yl-2-phenyl-pyrazolo[1,5-a]pyrimidin-5-yl)-hydrazine (28.5 mg, 0.0529 mM), then 4-chloro-benzaldehyde (7.4 mg, 0.053 mM) was added to the solution and the mixture was stirred at room temperature for one hour. This reaction liquid was filtered, the resulting solid was diluted with a saturated aqueous sodium bicarbonate solution and then the solution was extracted with methylene chloride. The extracts thus obtained... Reactants: CC(=O)c1nn(C)c(-c2ccc(C(C)(C)C)cc2)c1O, CC(C)O, COC(=O)c1ccc(C(=O)NN)cc1Cl. The product is COC(=O)c1ccc(C(=O)NN=C(C)c2nn(C)c(-c3ccc(C(C)(C)C)cc3)c2O)cc1Cl. As a reaction SMILES: [C:1]([CH3:2])([CH3:3])([CH3:4])[c:5]1[cH:6][cH:7][c:8](-[c:11]2[c:12]([OH:20])[c:13]([C:17]([CH3:18])=[O:19])[n:14][n:15]2[CH3:16])[cH:9][cH:10]1.[CH:36]([OH:37])([CH3:38])[CH3:39].[Cl:21][c:22]1[c:23]([C:24](=[O:25])[O:26][CH3:27])[cH:28][cH:29][c:30]([C:32](=[O:33])[NH:34][NH2:35])[cH:31]1>>[C:1]([CH3:2])([CH3:3])([CH3:4])[c:5]1[cH:6][cH:7][c:8](-[c:11]2[c:12]([OH:20])[c:13]([C:17]([CH3:18])=[N:35][NH:34][C:32]([c:30]3[cH:29][cH:28][c:23]([C:24](=[O:25])[O:26][CH3:27])[c:22]([Cl:21])[cH:31]3)=[O:33])[n:14][n:15]2[CH3:16])[cH:9][cH:10]1. The reactants are O=C([O-])[O-], CN(C)C=O, CC(C)I, [K+], [K+], N#Cc1c(N2CCc3ccccc3CC2)nc[nH]c1=O. Yields the product CC(C)n1cnc(N2CCc3ccccc3CC2)c(C#N)c1=O. As a reaction SMILES: [C:25](=[O:26])([O-:27])[O-:28].[CH3:31][N:32]([CH3:33])[CH:34]=[O:35].[I:21][CH:22]([CH3:23])[CH3:24].[K+:29].[K+:30].[O:1]=[c:2]1[c:3]([C:19]#[N:20])[c:4]([N:8]2[CH2:9][CH2:10][c:11]3[c:12]([cH:15][cH:16][cH:17][cH:18]3)[CH2:13][CH2:14]2)[n:5][cH:6][nH:7]1>>[O:1]=[c:2]1[c:3]([C:19]#[N:20])[c:4]([N:8]2[CH2:9][CH2:10][c:11]3[c:12]([cH:15][cH:16][cH:17][cH:18]3)[CH2:13][CH2:14]2)[n:5][cH:6][n:7]1[CH:22]([CH3:23])[CH3:24].